describe an organic reaction: reactants, conditions, products, and yield From a dataset of the Open Reaction Database (ORD), a public repository of structured organic reaction records. Starting materials: ClCCl, Nc1ccccc1N, c1ccncc1, O=S(=O)(Cl)c1cc2ccccc2s1. Product: Nc1ccccc1NS(=O)(=O)c1cc2ccccc2s1. Reaction SMILES: [Cl:22][CH2:23][Cl:24].[c:1]1([NH2:8])[c:2]([NH2:7])[cH:3][cH:4][cH:5][cH:6]1.[cH:25]1[cH:26][cH:27][n:28][cH:29][cH:30]1.[s:9]1[c:10]2[c:11]([cH:12][c:13]1[S:14](=[O:15])(=[O:16])[Cl:17])[cH:18][cH:19][cH:20][cH:21]2>>[c:1]1([NH:8][S:14]([c:13]2[s:9][c:10]3[c:11]([cH:12]2)[cH:18][cH:19][cH:20][cH:21]3)(=[O:15])=[O:16])[c:2]([NH2:7])[cH:3][cH:4][cH:5][cH:6]1. Starting materials: C(C1=CC=CC=C1)OC(CCNC([C@H](C[C@H](CC1=CC=CC=C1)C(=O)OCOC(C(C)(C)C)=O)CC1=CC=CC=C1)=O)=O (N-[4-pivaloyloxymethoxycarbonyl-2,4-(R*,R*)-dibenzylbutyryl]-3-aminopropionic acid benzyl ester). The reagents and catalysts are [Pd] (palladium on carbon). The solvent is C(C)O (ethanol). Product: C(C(C)(C)C)(=O)OCOC(=O)[C@H](C[C@@H](C(=O)NCCC(=O)O)CC1=CC=CC=C1)CC1=CC=CC=C1 (N-(4-pivaloyloxymethoxycarbonyl-2,4-(R*,R*)-dibenzylbutyryl)-3-aminopropionic acid). As a reaction SMILES: C([O:8][C:9](=[O:43])[CH2:10][CH2:11][NH:12][C:13](=[O:42])[C@@H:14]([CH2:35][C:36]1[CH:41]=[CH:40][CH:39]=[CH:38][CH:37]=1)[CH2:15][C@@H:16]([C:24]([O:26][CH2:27][O:28][C:29](=[O:34])[C:30]([CH3:33])([CH3:32])[CH3:31])=[O:25])[CH2:17][C:18]1[CH:23]=[CH:22][CH:21]=[CH:20][CH:19]=1)C1C=CC=CC=1>C(O)C.[Pd]>[C:29]([O:28][CH2:27][O:26][C:24]([C@@H:16]([CH2:17][C:18]1[CH:19]=[CH:20][CH:21]=[CH:22][CH:23]=1)[CH2:15][C@H:14]([CH2:35][C:36]1[CH:37]=[CH:38][CH:39]=[CH:40][CH:41]=1)[C:13]([NH:12][CH2:11][CH2:10][C:9]([OH:43])=[O:8])=[O:42])=[O:25])(=[O:34])[C:30]([CH3:33])([CH3:32])[CH3:31]. Procedure: 0.92 g of N-[4-pivaloyloxymethoxycarbonyl-2,4-(R*,R*)-dibenzylbutyryl]-3-aminopropionic acid benzyl ester in 20 ml of ethanol is hydrogenated at atmospheric pressure in the presence of 0.1 g of 5% palladium on carbon. The reaction is filtered and evaporated to give N-(4-pivaloyloxymethoxycarbonyl-2,4-(R*,R*)-dibenzylbutyryl)-3-aminopropionic acid. RXN SMILES: [CH2:25]([OH:26])[CH3:27].[CH3:16][C:17](=[O:18])[O-:19].[CH3:21][CH2:22][OH:23].[ClH:12].[F:1][c:2]1[cH:3][c:4]2[c:8]([cH:9][cH:10]1)[C:7](=[O:11])[CH2:6][CH2:5]2.[NH2:13][OH:14].[Na+:15].[OH2:20].[OH2:24]>>[F:1][c:2]1[cH:3][c:4]2[c:8]([cH:9][cH:10]1)[C:7](=[N:13][OH:14])[CH2:6][CH2:5]2. The product is ON=C1CCc2cc(F)ccc21. Starting materials: CCO, CC(=O)[O-], CCO, Cl, O=C1CCc2cc(F)ccc21, NO, [Na+], O, O. The reactants are CO.ClCCl (methanol dichloromethane), COC1=C(C(=O)OC)C=C(C=C1)N (methyl 2-methoxy-5-aminobenzoate), C(C)(C)N(C(C)C)CC (N,N-diisopropylethylamine), C(C)(=O)Cl (acetyl chloride). Run in ClCCl (dichloromethane), ClCCl (dichloromethane). Reaction conditions: time 4 hour. The product is COC1=C(C(=O)OC)C=C(C=C1)NC(C)=O (methyl 2-methoxy-5-acetamidobenzoate). RXN SMILES: [CH3:1][O:2][C:3]1[CH:12]=[CH:11][C:10]([NH2:13])=[CH:9][C:4]=1[C:5]([O:7][CH3:8])=[O:6].C(N(CC)C(C)C)(C)C.[C:23](Cl)(=[O:25])[CH3:24].CO.ClCCl>ClCCl>[CH3:1][O:2][C:3]1[CH:12]=[CH:11][C:10]([NH:13][C:23](=[O:25])[CH3:24])=[CH:9][C:4]=1[C:5]([O:7][CH3:8])=[O:6] |f:3.4|. Procedure details: Alternately, combine methyl 2-methoxy-5-aminobenzoate (1.5 g, 8.3 mmol) and dichloromethane (25 mL). Cool in an ice bath. Add N,N-diisopropylethylamine (3.2 mL, 18.2 mmol), and acetyl chloride (0.62 mL, 9.7 mmol). Warm to ambient temperature. After 4 hours, dilute the reaction mixture with dichloromethane and extract three times with half saturated aqueous ammonium chloride solution. Dry the organic layer over Na2SO4, filter, and evaporate in vacuo to give a residue. Chromatograph the residue on...